This data is from the Open Reaction Database (ORD), a public repository of structured organic reaction records. The task is: describe an organic reaction: reactants, conditions, products, and yield Reactants: OC1=CC=C(C=C1)CC(=O)OC (methyl (4-hydroxyphenyl)ethanoate), C([O-])([O-])=O.[K+].[K+] (potassium carbonate), CC(CC)=O (butanone). Product: C(CCCCCCCCC=C)OC1=CC=C(C=C1)CC(=O)OC (Methyl 2-(4-undec-10-enyloxyphenyl)ethanoate). Procedure details: A solution of methyl (4-hydroxyphenyl)ethanoate (7.50 g, 45 mmol)1-bromoudec-10-ene (10 g, 43 mmol) and potassium carbonate (7.50 g, 54 mmol) in butanone (250 ml) was heated under reflux (12 h). The solvent was removed in vacuo to yield a pale yellow oil. RXN SMILES: [OH:1][C:2]1[CH:7]=[CH:6][C:5]([CH2:8][C:9]([O:11][CH3:12])=[O:10])=[CH:4][CH:3]=1.C(=O)([O-])[O-].[K+].[K+].[CH3:19][C:20](=O)[CH2:21][CH3:22]>>[CH2:19]([O:1][C:2]1[CH:3]=[CH:4][C:5]([CH2:8][C:9]([O:11][CH3:12])=[O:10])=[CH:6][CH:7]=1)[CH2:20][CH2:21][CH2:22][CH2:8][CH2:5][CH2:6][CH2:7][CH2:2][CH:3]=[CH2:4] |f:1.2.3|. Reactants: OCCN=C(C1=C(C=CC=C1)Cl)C1=C(C=NC=C1)N (2-hydroxy-N-[α-(3-amino-4-pyridyl)-2-chlorobenzylidene]-ethylamine), C(C)OC(CN)OCC (aminoacetaldehyde diethyl acetal), C(C)(=O)O (acetic acid). Solvent: C(C)O (ethanol). Yields the product C(C)OC(C(N)=C(C1=C(C=CC=C1)Cl)C1=C(C=NC=C1)N)OCC (2,2-diethoxy-N-[α-(3-amino-4-pyridyl)-2-chloro-benzylidene]ethylamine). The yield is 54.1%. Reaction SMILES: OCCN=[C:5]([C:13]1[CH:18]=[CH:17][N:16]=[CH:15][C:14]=1[NH2:19])[C:6]1[CH:11]=[CH:10][CH:9]=[CH:8][C:7]=1[Cl:12].[CH2:20]([O:22][CH:23]([O:26][CH2:27][CH3:28])[CH2:24][NH2:25])[CH3:21].C(O)(=O)C>C(O)C>[CH2:20]([O:22][CH:23]([O:26][CH2:27][CH3:28])[C:24](=[C:5]([C:13]1[CH:18]=[CH:17][N:16]=[CH:15][C:14]=1[NH2:19])[C:6]1[CH:11]=[CH:10][CH:9]=[CH:8][C:7]=1[Cl:12])[NH2:25])[CH3:21]. Procedure: A solution of 2-hydroxy-N-[α-(3-amino-4-pyridyl)-2-chlorobenzylidene]-ethylamine (6.28 g, 22 mmol), aminoacetaldehyde diethyl acetal (10 g, 75.1 mmol) and acetic acid (3 ml) in ethanol (150 ml) was refluxed for 30 hours. The mixture was concentrated under reduced pressure, and to the residue was added water, and the mixture was extracted with ethyl acetate. The extract was washed with water, washed with a saturated aqueous sodium chloride solution, dried over anhydrous sodium sulfate, and concen... Reactants: COC=1C=C2C=CC(=CC2=CC1)C(C#N)C ((6-methoxy-2-naphthyl)-propanonitrile), B(Br)(Br)Br (boron tribromide), O (water). The solvent is C(Cl)Cl (methylene chloride), C(Cl)Cl (methylene chloride). Run at temperature -10 celsius, time 7 hour. Yields the product OC=1C=C2C=CC(=CC2=CC1)C(C#N)C ((6-hydroxy-2-naphthyl)-propanonitrile). Reaction SMILES: B(Br)(Br)Br.C[O:6][C:7]1[CH:8]=[C:9]2[C:14](=[CH:15][CH:16]=1)[CH:13]=[C:12]([CH:17]([CH3:20])[C:18]#[N:19])[CH:11]=[CH:10]2.O>C(Cl)Cl>[OH:6][C:7]1[CH:8]=[C:9]2[C:14](=[CH:15][CH:16]=1)[CH:13]=[C:12]([CH:17]([CH3:20])[C:18]#[N:19])[CH:11]=[CH:10]2. Reported procedure: 15.6 g of boron tribromide, were dissolved in 100 ml of methylene chloride and cooled to -10° C. To this, 80 ml of methylene chloride solution of 6.0 g oa (6-methoxy-2-naphthyl)-propanonitrile were added dropwise over 2 hours, followed by stirring for 7 hours at room temperature. The resulting reaction mixture was poured into 500 ml of iced water and extracted with ether, followed by washing the ether phase twice with water and then distilling off the solvent. The resulting solid was recrystalli... Reactants: C(C)(=O)O[BH-](OC(C)=O)OC(C)=O.[Na+] (sodium triacetoxyborohydride), C(C)=O (acetaldehyde), C(C)=O (acetaldehyde), [N+](=O)([O-])C1=C(C=C(C=C1)N1CC2(CCCN2)CC1)OC(C)C (7-[4-nitro-3-(propan-2-yloxy)phenyl]-1,7-diazaspiro[4.4]nonane). Run in 1,4-dichloroethane, CCOCC (ether). Conditions: time 30 minute. The product is C(C)N1CCCC12CN(CC2)C2=CC(=C(C=C2)[N+](=O)[O-])OC(C)C (1-ethyl-7-[4-nitro-3-(propan-2-yloxy)phenyl]-1,7-diazaspiro[4.4]nonane). As a reaction SMILES: [CH:1](=O)[CH3:2].[N+:4]([C:7]1[CH:12]=[CH:11][C:10]([N:13]2[CH2:21][CH2:20][C:15]3([NH:19][CH2:18][CH2:17][CH2:16]3)[CH2:14]2)=[CH:9][C:8]=1[O:22][CH:23]([CH3:25])[CH3:24])([O-:6])=[O:5].C(O[BH-](OC(=O)C)OC(=O)C)(=O)C.[Na+]>CCOCC>[CH2:1]([N:19]1[C:15]2([CH2:20][CH2:21][N:13]([C:10]3[CH:11]=[CH:12][C:7]([N+:4]([O-:6])=[O:5])=[C:8]([O:22][CH:23]([CH3:25])[CH3:24])[CH:9]=3)[CH2:14]2)[CH2:16][CH2:17][CH2:18]1)[CH3:2] |f:2.3|. Reported procedure: 1.0 ml of acetaldehyde is added to a solution of 500 mg of 7-[4-nitro-3-(propan-2-yloxy)phenyl]-1,7-diazaspiro[4.4]nonane in 20 ml of 1,4-dichloroethane, cooled in a bath of ice-cold water. After 30 minutes, 1.12 g of sodium triacetoxyborohydride are added in small portions and the mixture is left to return to ambient temperature. The mixture is stirred at ambient temperature for 15 hours. 1 ml of acetaldehyde is then added and the mixture is stirred for 7 h. The mixture is concentrated to dryne...